Dataset: the Open Reaction Database (ORD), a public repository of structured organic reaction records. Task: describe an organic reaction: reactants, conditions, products, and yield The reactants are C(C)OC(=O)NN(C#N)C(C)C (2-isopropyl-2-cyanohydrazinecarboxylic acid ethyl ester), N1CCCC1 (pyrrolidine). Conditions: temperature 30 celsius, time 1 hour. Yields the product C(C)(C)N1N=C(N=C1N1CCCC1)O (1-isopropyl-3-hydroxy-5-pyrrolidino-1,2,4-triazole). The yield is 70.0%. Reaction SMILES: C([O:3][C:4]([NH:6][N:7]([CH:10]([CH3:12])[CH3:11])[C:8]#[N:9])=O)C.[NH:13]1[CH2:17][CH2:16][CH2:15][CH2:14]1>>[CH:10]([N:7]1[C:8]([N:13]2[CH2:17][CH2:16][CH2:15][CH2:14]2)=[N:9][C:4]([OH:3])=[N:6]1)([CH3:12])[CH3:11]. Procedure: 26,6 g (0,15 mole) of 2-isopropyl-2-cyanohydrazinecarboxylic acid ethyl ester is added dropwise to 100 ml of pyrrolidine. The temperature raises to 30° C during the dropwise addition. The whole mixture is then stirred for 12 hours at room temperature and subsequently for 1 hour at 70° C. Then excess pyrrolidine is distilled off in vacuo. To the crystalline residue ethyl acetate is added and the crystals are filtered with suction. There is obtained 21,6 g (70% of theory) of 1-isopropyl-3-hydroxy-...